This data is from the Open Reaction Database (ORD), a public repository of structured organic reaction records. The task is: describe an organic reaction: reactants, conditions, products, and yield Starting materials: S (hydrogen sulfide), COC=1C=C2C=CC(=CC2=CC1OC)S(=O)(=O)NC1C(N(CC1)C(CC1=CC=C(C=C1)C#N)C(=O)N1CCCCC1)=O (3-(6,7-dimethoxynaphthalene-2-sulfonylamino)-1-[2-(4-cyanophenyl)-1-piperidinocarbonylethyl]-2-pyrrolidinone), ice, Cl (hydrochloric acid). Run in C(C)N(CC)CC (triethylamine), N1=CC=CC=C1 (pyridine). Run at time 8 hour. Yields the product COC=1C=C2C=CC(=CC2=CC1OC)S(=O)(=O)NC1C(N(CC1)C(CC1=CC=C(C=C1)C(=S)N)C(=O)N1CCCCC1)=O (3-(6,7-dimethoxynaphthalene-2-sulfonylamino)-1-[2-(4-aminothiocarbonylphenyl)-1-piperidinocarbonylethyl)-2-pyrrolidinone). Reaction SMILES: [CH3:1][O:2][C:3]1[CH:4]=[C:5]2[C:10](=[CH:11][C:12]=1[O:13][CH3:14])[CH:9]=[C:8]([S:15]([NH:18][CH:19]1[CH2:23][CH2:22][N:21]([CH:24]([C:34]([N:36]3[CH2:41][CH2:40][CH2:39][CH2:38][CH2:37]3)=[O:35])[CH2:25][C:26]3[CH:31]=[CH:30][C:29]([C:32]#[N:33])=[CH:28][CH:27]=3)[C:20]1=[O:42])(=[O:17])=[O:16])[CH:7]=[CH:6]2.[SH2:43].Cl>C(N(CC)CC)C.N1C=CC=CC=1>[CH3:1][O:2][C:3]1[CH:4]=[C:5]2[C:10](=[CH:11][C:12]=1[O:13][CH3:14])[CH:9]=[C:8]([S:15]([NH:18][CH:19]1[CH2:23][CH2:22][N:21]([CH:24]([C:34]([N:36]3[CH2:37][CH2:38][CH2:39][CH2:40][CH2:41]3)=[O:35])[CH2:25][C:26]3[CH:31]=[CH:30][C:29]([C:32]([NH2:33])=[S:43])=[CH:28][CH:27]=3)[C:20]1=[O:42])(=[O:17])=[O:16])[CH:7]=[CH:6]2. Reported procedure: 4.6 g (7.78 mmol) of 3-(6,7-dimethoxynaphthalene-2-sulfonylamino)-1-[2-(4-cyanophenyl)-1-piperidinocarbonylethyl]-2-pyrrolidinone were dissolved in 5 ml of triethylamine and 80 ml of pyridine, and hydrogen sulfide was passed into saturation. The mixture was left to stand overnight and subsequently added dropwise to a mixture of 600 g of ice and 100 ml of concentrated hydrochloric acid. The precipitate was filtered off with suction and dissolved in THF, and the solution was dried over magnesium s... Reactants: CC(C)(C)OC(=O)NCCCCN, CC(=O)c1cc(C)ccn1, ClCCl. Product: Cc1ccnc(C(C)NCCCCNC(=O)OC(C)(C)C)c1. Reaction SMILES: [C:11]([CH3:12])([CH3:13])([CH3:14])[O:15][C:16]([NH:17][CH2:18][CH2:19][CH2:20][CH2:21][NH2:22])=[O:23].[CH3:1][c:2]1[cH:3][c:4]([C:8]([CH3:9])=[O:10])[n:5][cH:6][cH:7]1.[Cl:24][CH2:25][Cl:26]>>[CH3:1][c:2]1[cH:3][c:4]([CH:8]([CH3:9])[NH:22][CH2:21][CH2:20][CH2:19][CH2:18][NH:17][C:16]([O:15][C:11]([CH3:12])([CH3:13])[CH3:14])=[O:23])[n:5][cH:6][cH:7]1. Starting materials: N(=NC(C#N)(C)C)C(C#N)(C)C (2.2′-Azobisisobutyronitrile), BrN1C(CCC1=O)=O (N-bromosuccinimide), C(C1=CC=CC=C1)=NC1=C(C#N)C=CC(=C1)C (2-benzylideneamino-4-methylbenzonitrile). Run in C(Cl)(Cl)(Cl)Cl (carbon tetrachloride). Product: NC1=C(C#N)C=CC(=C1)CBr (2-Amino-4-(bromomethyl)benzonitrile). The yield is 47.2%. Reaction SMILES: N(C(C)(C)C#N)=NC(C)(C)C#N.[Br:13]N1C(=O)CCC1=O.C(=[N:28][C:29]1[CH:36]=[C:35]([CH3:37])[CH:34]=[CH:33][C:30]=1[C:31]#[N:32])C1C=CC=CC=1>C(Cl)(Cl)(Cl)Cl>[NH2:28][C:29]1[CH:36]=[C:35]([CH2:37][Br:13])[CH:34]=[CH:33][C:30]=1[C:31]#[N:32]. Procedure details: 2.2′-Azobisisobutyronitrile (AIBN) (1.31 g, 8 mmol) is added to a solution of N-bromosuccinimide (6.87 g, 38 mmol) and 2-benzylideneamino-4-methylbenzonitrile (7 g, 31.8 mmol) in carbon tetrachloride (250 mL), and the reaction mixture refluxed under nitrogen overnight. The reaction mixture is cooled and filtered through a plug of celite, and the celite washed with carbon tetrachloride (100 mL). The combined filtrate is washed with 1N HCl, saturated aqueous NaHCO3, dried over MgSO4 and concentrat... Reactants: ClC=1C(=NNC1)C1=C(C(=CC=C1)Cl)Cl (4-chloro-3-(2,3-dichlorophenyl)pyrazole), CP(OC)(OC)=O (dimethyl methylphosphonate), C(=O)(O)[O-].[Na+] (NaHCO3). The product is CN1N=C(C(=C1)Cl)C1=C(C(=CC=C1)Cl)Cl (1-Methyl-3-(2,3-dichlorophenyl)-4-chloropyrazole). Reaction SMILES: [Cl:1][C:2]1[C:3]([C:7]2[CH:12]=[CH:11][CH:10]=[C:9]([Cl:13])[C:8]=2[Cl:14])=[N:4][NH:5][CH:6]=1.[CH3:15]P(=O)(OC)OC.C([O-])(O)=O.[Na+]>>[CH3:15][N:5]1[CH:6]=[C:2]([Cl:1])[C:3]([C:7]2[CH:12]=[CH:11][CH:10]=[C:9]([Cl:13])[C:8]=2[Cl:14])=[N:4]1 |f:2.3|. Reported procedure: 1.5 g of 4-chloro-3-(2,3-dichlorophenyl)pyrazole and 0.40 g of dimethyl methylphosphonate are heated at 150° C. for 1 hour. After returning to room temperature, the mixture is taken up in a saturated aqueous NaHCO3 solution and extracted with 2×50 ml of CH2Cl2. The combined organic phases are dried over Na2SO4 and concentrated under reduced pressure. The crude solid is purified by liquid chromatography on a silica column (eluent: heptane/ethyl acetate [80/20]). Conditions: time 45 minute. Procedure: Moist silicic acid gel, equivalent to 20 parts by weight of dry silicic acid gel, about equal parts by weight of phenol and 3 parts by weight of sodium carbonate are heated to just below the boiling point of phenol for 20 to 60 minutes, thereby producing tan granules of phenol silicate. The phenol silicate is mixed with 20 parts by weight of crotonaldehyde then heated to 70° to 90° C. while agitating under ambient pressure for 20 to 70 minutes, thereby producing a yellow poly(crotonaldehyde phen... RXN SMILES: [Si:1]([OH:5])([OH:4])([OH:3])[OH:2].[C:6]1([OH:12])[CH:11]=[CH:10][CH:9]=[CH:8][CH:7]=1.[CH:13](=[O:17])/[CH:14]=[CH:15]/[CH3:16]>>[Si:1]([OH:5])([OH:4])([OH:3])[OH:2].[C:6]1([OH:12])[CH:11]=[CH:10][CH:9]=[CH:8][CH:7]=1.[CH:13](=[O:17])/[CH:14]=[CH:15]/[CH3:16] |f:0.1,3.4.5|. Yields the product [Si](O)(O)(O)O.C1(=CC=CC=C1)O.C(\C=C\C)=O (crotonaldehyde phenol silicate). Starting materials: [Si](O)(O)(O)O.C1(=CC=CC=C1)O (phenol silicate), C(\C=C\C)=O (crotonaldehyde). Yields the product CN(C)c1ncc(C(=O)O)c(OC2CCC(NC(=O)OC(C)(C)C)CC2)n1. Starting materials: CCOC(=O)c1cnc(N(C)C)nc1OC1CCC(NC(=O)OC(C)(C)C)CC1, CCO, O, O=C(O)CC(O)(CC(=O)O)C(=O)O. As a reaction SMILES: [C:1]([CH3:2])([CH3:3])([CH3:4])[O:5][C:6](=[O:7])[NH:8][CH:9]1[CH2:10][CH2:11][CH:12]([O:15][c:16]2[n:17][c:18]([N:27]([CH3:28])[CH3:29])[n:19][cH:20][c:21]2[C:22](=[O:23])[O:24][CH2:25][CH3:26])[CH2:13][CH2:14]1.[CH3:43][CH2:44][OH:45].[OH2:46].[OH:30][C:31]([CH2:32][C:33]([C:34](=[O:35])[OH:36])([CH2:37][C:38](=[O:39])[OH:40])[OH:41])=[O:42]>>[C:1]([CH3:2])([CH3:3])([CH3:4])[O:5][C:6](=[O:7])[NH:8][CH:9]1[CH2:10][CH2:11][CH:12]([O:15][c:16]2[n:17][c:18]([N:27]([CH3:28])[CH3:29])[n:19][cH:20][c:21]2[C:22](=[O:23])[OH:24])[CH2:13][CH2:14]1.